describe an organic reaction: reactants, conditions, products, and yield From a dataset of the Open Reaction Database (ORD), a public repository of structured organic reaction records. Starting materials: O(C1=CC=CC=C1)CCOC1=CC=C(C=C2C(NC(S2)=O)=O)C=C1 (5-[4-(2-Phenoxyethoxy)benzylidene]-2,4-thiazolidinedione), [H][H] (hydrogen). Reagents/catalysts: [Pd] (palladium on charcoal). Solvent: O1CCOCC1 (1,4-dioxan). Product: O(C1=CC=CC=C1)CCOC1=CC=C(CC2C(NC(S2)=O)=O)C=C1 (5-[4-(2-Phenoxyethoxy)benzyl]-2,4-thiazolidinedione). As a reaction SMILES: [O:1]([CH2:8][CH2:9][O:10][C:11]1[CH:24]=[CH:23][C:14]([CH:15]=[C:16]2[S:20][C:19](=[O:21])[NH:18][C:17]2=[O:22])=[CH:13][CH:12]=1)[C:2]1[CH:7]=[CH:6][CH:5]=[CH:4][CH:3]=1.[H][H]>O1CCOCC1.[Pd]>[O:1]([CH2:8][CH2:9][O:10][C:11]1[CH:24]=[CH:23][C:14]([CH2:15][CH:16]2[S:20][C:19](=[O:21])[NH:18][C:17]2=[O:22])=[CH:13][CH:12]=1)[C:2]1[CH:7]=[CH:6][CH:5]=[CH:4][CH:3]=1. Reported procedure: 5-[4-(2-Phenoxyethoxy)benzylidene]-2,4-thiazolidinedione (4 g) in dry 1,4-dioxan (200 ml) was reduced under hydrogen in the presence of 10% palladium on charcoal (8 g) at ambient temperature and atmospheric pressure until hydrogen uptake ceased. The solution was filtered through diatomaceous earth, the filter pad was washed exhaustively with dioxan and the combined filtrates were evaporated to dryness under vacuum. The title compound (mp 133° C.) was obtained after crystallisation from methanol. Reactants: CCc1nn2ccccc2c1CO, C1CCOC1, O=[Mn]=O. Product: CCc1nn2ccccc2c1C=O. As a reaction SMILES: [CH2:1]([CH3:2])[c:3]1[n:4][n:5]2[c:6]([cH:7][cH:8][cH:9][cH:10]2)[c:11]1[CH2:12][OH:13].[O:14]1[CH2:15][CH2:16][CH2:17][CH2:18]1.[O:19]=[Mn:20]=[O:21]>>[CH2:1]([CH3:2])[c:3]1[n:4][n:5]2[c:6]([cH:7][cH:8][cH:9][cH:10]2)[c:11]1[CH:12]=[O:13]. Starting materials: CCOC(=O)C(CCCNC(=O)OC(C)(C)C)N=C=O, Cc1c[nH]c(=O)[nH]c1=O. Yields the product CCOC(=O)C(CCCNC(=O)OC(C)(C)C)NC(=O)n1cc(C)c(=O)[nH]c1=O. As a reaction SMILES: [CH2:1]([CH3:2])[O:3][C:4]([CH:5]([CH2:6][CH2:7][CH2:8][NH:9][C:10](=[O:11])[O:12][C:13]([CH3:14])([CH3:15])[CH3:16])[N:17]=[C:18]=[O:19])=[O:20].[nH:21]1[c:22](=[O:23])[nH:24][c:25](=[O:26])[c:27]([CH3:28])[cH:29]1>>[CH2:1]([CH3:2])[O:3][C:4]([CH:5]([CH2:6][CH2:7][CH2:8][NH:9][C:10](=[O:11])[O:12][C:13]([CH3:14])([CH3:15])[CH3:16])[NH:17][C:18](=[O:19])[n:21]1[c:22](=[O:23])[nH:24][c:25](=[O:26])[c:27]([CH3:28])[cH:29]1)=[O:20]. Starting materials: C(C)(C)(C)OC(=O)NC=1N=CC(=NC1)C(=O)OCC (ethyl 5-(tert-butoxycarbonylamino)pyrazine-2-carboxylate), [H-].[Na+] (sodium hydride), C(C1=CC=CC=C1)OC1=C(CBr)C=C(C=C1)Br (2-benzyloxy-5-bromobenzylbromide). The solvent is CN(C)C=O (DMF). Reaction conditions: time 1 hour. Product: C(C1=CC=CC=C1)OC1=C(CN(C(=O)OC(C)(C)C)C=2N=CC(=NC2)C(=O)OCC)C=C(C=C1)Br (ethyl 5-(N-(2-benzyloxy-5-bromobenzyl)-N-tert-butoxycarbonylamino)pyrazine-2-carboxylate). Yield: 73.7%. RXN SMILES: [C:1]([O:5][C:6]([NH:8][C:9]1[N:10]=[CH:11][C:12]([C:15]([O:17][CH2:18][CH3:19])=[O:16])=[N:13][CH:14]=1)=[O:7])([CH3:4])([CH3:3])[CH3:2].[H-].[Na+].[CH2:22]([O:29][C:30]1[CH:37]=[CH:36][C:35]([Br:38])=[CH:34][C:31]=1[CH2:32]Br)[C:23]1[CH:28]=[CH:27][CH:26]=[CH:25][CH:24]=1>CN(C=O)C>[CH2:22]([O:29][C:30]1[CH:37]=[CH:36][C:35]([Br:38])=[CH:34][C:31]=1[CH2:32][N:8]([C:9]1[N:10]=[CH:11][C:12]([C:15]([O:17][CH2:18][CH3:19])=[O:16])=[N:13][CH:14]=1)[C:6]([O:5][C:1]([CH3:4])([CH3:3])[CH3:2])=[O:7])[C:23]1[CH:24]=[CH:25][CH:26]=[CH:27][CH:28]=1 |f:1.2|. Reported procedure: To a solution of ethyl 5-(tert-butoxycarbonylamino)pyrazine-2-carboxylate (10.7 g 0.04 mol) in DMF (160 ml) at 20° C., under argon atmosphere, was added sodium hydride dispersion (50% in oil, 1.85 g, 0.04 mol) and stirred for 1 hour until effervescence ceased. Next was added 2-benzyloxy-5-bromobenzylbromide (14.3 g, 0.04 mol) and stirring continued at 20° C. under argon for 2 hours. The solvent was evaporated at reduced pressure and the residue partitioned between dichloromethane (500 ml) and wa... Yields the product S1C2=C(C(=C1)CN(C([C@H](CC(=O)OC(C)(C)C)NC(CN(NC(NCC1=CC=CC=C1)=O)C)=O)=O)[C@H](C(OCC)OCC)C)C=CC=C2 ((S)-tert-butyl 4-((benzo[b]thiophen-3-ylmethyl)((S)-1,1-diethoxypropan-2-yl)amino)-3-(2-(2-(benzylcarbamoyl)-1-methylhydrazinyl)acetamido)-4-oxobutanoate). Procedure: According to the procedure described in the synthesis method of Compound II-15, 2-(2-(benzylcarbamoyl)-1-methylhydrazinyl)acetic acid (Compound VI-3) 77 mg (0.32 mmol) was coupled with (S)-tert-butyl 3-amino-4-((benzo[b]thiophen-3-ylmethyl)((S)-1,1-diethoxypropan-2-yl)amino)-4-oxobutanoate (Compound IV-18) 100 mg (0.22 mmol) to obtain the title compound. Reaction SMILES: [CH2:1]([NH:8][C:9]([NH:11][N:12]([CH2:14][C:15]([OH:17])=O)[CH3:13])=[O:10])[C:2]1[CH:7]=[CH:6][CH:5]=[CH:4][CH:3]=1.[NH2:18][C@H:19]([C:28]([N:30]([CH2:40][C:41]1[C:42]2[CH:49]=[CH:48][CH:47]=[CH:46][C:43]=2[S:44][CH:45]=1)[C@@H:31]([CH3:39])[CH:32]([O:36][CH2:37][CH3:38])[O:33][CH2:34][CH3:35])=[O:29])[CH2:20][C:21]([O:23][C:24]([CH3:27])([CH3:26])[CH3:25])=[O:22]>>[S:44]1[CH:45]=[C:41]([CH2:40][N:30]([C@@H:31]([CH3:39])[CH:32]([O:33][CH2:34][CH3:35])[O:36][CH2:37][CH3:38])[C:28](=[O:29])[C@@H:19]([NH:18][C:15](=[O:17])[CH2:14][N:12]([CH3:13])[NH:11][C:9](=[O:10])[NH:8][CH2:1][C:2]2[CH:3]=[CH:4][CH:5]=[CH:6][CH:7]=2)[CH2:20][C:21]([O:23][C:24]([CH3:25])([CH3:26])[CH3:27])=[O:22])[C:42]2[CH:49]=[CH:48][CH:47]=[CH:46][C:43]1=2. The reactants are Compound II, C(C1=CC=CC=C1)NC(=O)NN(C)CC(=O)O (2-(2-(benzylcarbamoyl)-1-methylhydrazinyl)acetic acid), N[C@@H](CC(=O)OC(C)(C)C)C(=O)N([C@H](C(OCC)OCC)C)CC=1C2=C(SC1)C=CC=C2 ((S)-tert-butyl 3-amino-4-((benzo[b]thiophen-3-ylmethyl)((S)-1,1-diethoxypropan-2-yl)amino)-4-oxobutanoate). The reactants are NCCN(C)C(C(=O)OC)C1CCC(CC1)OC=1C=C2C(=NC=NC2=CC1OC)NC1=C(C(=CC=C1)Cl)F (methyl [(2-amino-ethyl)-methyl-amino]-{4-[4-(3-chloro-2-fluoro-phenylamino)-7-methoxy-quinazolin-6-yloxy]-cyclohexyl}-acetate), [OH-].[Na+] (sodium hydroxide). The solvent is CO (methanol). Reaction conditions: time 3 hour. Yields the product ClC=1C(=C(C=CC1)NC1=NC=NC2=CC(=C(C=C12)O[C@@H]1CC[C@H](CC1)[C@H]1C(NCCN1C)=O)OC)F (trans-(S)-3-{-4-[4-(3-chloro-2-fluoro-phenylamino)-7-methoxy-quinazolin-6-yloxy]-cyclohexyl}-4-methyl-piperazin-2-one). RXN SMILES: [NH2:1][CH2:2][CH2:3][N:4]([CH:6]([CH:11]1[CH2:16][CH2:15][CH:14]([O:17][C:18]2[CH:19]=[C:20]3[C:25](=[CH:26][C:27]=2[O:28][CH3:29])[N:24]=[CH:23][N:22]=[C:21]3[NH:30][C:31]2[CH:36]=[CH:35][CH:34]=[C:33]([Cl:37])[C:32]=2[F:38])[CH2:13][CH2:12]1)[C:7]([O:9]C)=O)[CH3:5].[OH-].[Na+]>CO>[Cl:37][C:33]1[C:32]([F:38])=[C:31]([NH:30][C:21]2[C:20]3[C:25](=[CH:26][C:27]([O:28][CH3:29])=[C:18]([O:17][C@H:14]4[CH2:13][CH2:12][C@H:11]([C@@H:6]5[N:4]([CH3:5])[CH2:3][CH2:2][NH:1][C:7]5=[O:9])[CH2:16][CH2:15]4)[CH:19]=3)[N:24]=[CH:23][N:22]=2)[CH:36]=[CH:35][CH:34]=1 |f:1.2|. Procedure: A mixture of 700 mg methyl [(2-amino-ethyl)-methyl-amino]-{4-[4-(3-chloro-2-fluoro-phenylamino)-7-methoxy-quinazolin-6-yloxy]-cyclohexyl}-acetate, 7 ml of methanol and 0.65 ml 4N sodium hydroxide solution is stirred for three hours at ambient temperature. Then the reaction mixture is evaporated down and extracted with ethyl acetate. The organic phase is dried on magnesium sulphate and evaporated down. The flask residue is purified by chromatography through a silica gel column with methylene chlo...